Dataset: the Open Reaction Database (ORD), a public repository of structured organic reaction records. Task: describe an organic reaction: reactants, conditions, products, and yield Reactants: ClC1=C(C(=NC=C1)N1N=CC=2C=3CCCCC3SC2C1=O)C=O (4-Chloro-2-{6-oxo-8-thia-4,5-diazatricyclo[7.4.0.02,7]trideca-1(9),2(7),3-trien-5-yl}pyridine-3-carbaldehyde), CN1C(C(=CC(=C1)B1OC(C(O1)(C)C)(C)C)NC1=NC=CN=C1)=O (1-Methyl-3-(pyrazin-2-ylamino)-5-(4,4,5,5-tetramethyl-1,3,2-dioxaborolan-2-yl)pyridin-2(1H)-one), [O-]P(=O)([O-])[O-].[K+].[K+].[K+] (K3PO4), O.O.O.C(C)(=O)[O-].[Na+] (sodium acetate trihydrate). Reagents/catalysts: O (water), C1=CC=C(C=C1)P([C-]2C=CC=C2)C3=CC=CC=C3.C1=CC=C(C=C1)P([C-]2C=CC=C2)C3=CC=CC=C3.Cl[Pd]Cl.[Fe+2] (Pd(dppf)Cl2). The solvent is C(C)#N (acetonitrile). Reaction conditions: temperature 100 celsius. Product: CN1C=C(C=C(C1=O)NC1=NC=CN=C1)C1=C(C(=NC=C1)N1N=CC=2C=3CCCCC3SC2C1=O)C=O (4-{1-Methyl-6-oxo-5-[(pyrazin-2-yl)amino]-1,6-dihydropyridin-3-yl}-2-{6-oxo-8-thia-4,5-diazatricyclo[7.4.0.02,7]trideca-1(9),2(7),3-trien-5-yl}pyridine-3-carbaldehyde). Isolated yield 48.9%. RXN SMILES: Cl[C:2]1[CH:7]=[CH:6][N:5]=[C:4]([N:8]2[C:20](=[O:21])[C:19]3[S:18][C:17]4[CH2:16][CH2:15][CH2:14][CH2:13][C:12]=4[C:11]=3[CH:10]=[N:9]2)[C:3]=1[CH:22]=[O:23].[CH3:24][N:25]1[CH:30]=[C:29](B2OC(C)(C)C(C)(C)O2)[CH:28]=[C:27]([NH:40][C:41]2[CH:46]=[N:45][CH:44]=[CH:43][N:42]=2)[C:26]1=[O:47].[O-]P([O-])([O-])=O.[K+].[K+].[K+].O.O.O.C([O-])(=O)C.[Na+]>O.C1C=CC(P(C2C=CC=CC=2)[C-]2C=CC=C2)=CC=1.C1C=CC(P(C2C=CC=CC=2)[C-]2C=CC=C2)=CC=1.Cl[Pd]Cl.[Fe+2].C(#N)C>[CH3:24][N:25]1[C:26](=[O:47])[C:27]([NH:40][C:41]2[CH:46]=[N:45][CH:44]=[CH:43][N:42]=2)=[CH:28][C:29]([C:2]2[CH:7]=[CH:6][N:5]=[C:4]([N:8]3[C:20](=[O:21])[C:19]4[S:18][C:17]5[CH2:16][CH2:15][CH2:14][CH2:13][C:12]=5[C:11]=4[CH:10]=[N:9]3)[C:3]=2[CH:22]=[O:23])=[CH:30]1 |f:2.3.4.5,6.7.8.9.10,12.13.14.15|. Procedure details: A 100-mL single-neck round-bottomed flask equipped with a reflux condenser was charged with 4-chloro-2-{6-oxo-8-thia-4,5-diazatricyclo[7.4.0.02,7]trideca-1(9),2(7),3-trien-5-yl}pyridine-3-carbaldehyde 124a (345 mg, 1.0 mmol), 194a (659 mg, 2.0 mmol), Pd(dppf)Cl2 (50 mg, 0.050 mmol), K3PO4 (450 mg, 2.0 mmol), sodium acetate trihydrate (300 mg, 2.0 mmol), water (6 drops) and, acetonitrile (40 mL). The system was evacuated and refilled with N2. The reaction mixture was heated at 100° C. for 2 h. It... The reactants are [OH-].[Na+] (sodium hydroxide), ClC1=C(C=CC(=C1)OC)O (2-chloro-4-methoxyphenol), BrCCCCCCBr (1,6-dibromohexane). Run in C(C)O (ethanol), C(C)O (ethanol). Run at time 8 hour. The product is ClC1=C(OCCCCCCBr)C=CC(=C1)OC (6-(2-Chloro-4-methoxyphenoxy)hexyl bromide). As a reaction SMILES: [OH-].[Na+].[Cl:3][C:4]1[CH:9]=[C:8]([O:10][CH3:11])[CH:7]=[CH:6][C:5]=1[OH:12].[Br:13][CH2:14][CH2:15][CH2:16][CH2:17][CH2:18][CH2:19]Br>C(O)C>[Cl:3][C:4]1[CH:9]=[C:8]([O:10][CH3:11])[CH:7]=[CH:6][C:5]=1[O:12][CH2:19][CH2:18][CH2:17][CH2:16][CH2:15][CH2:14][Br:13] |f:0.1|. Procedure details: A solution of 29.6 g. (0.74 mole) sodium hydroxide pellets in 400 ml. absolute ethanol was prepared with stirring at room temperature and a solution of 108.0 g. (0.68 mole) 2-chloro-4-methoxyphenol in 200 ml. absolute ethanol was added in a fine stream. The solution was stirred at room temperature for 15 minutes, then warmed gently in a steam bath for one-half hour. The reaction mixture was chilled to about 5° C. in an ice bath and 500 g. (2.05 moles) 1,6-dibromohexane was added. The reaction wa... Reactants: O[C@@]1(CC2=CC=C3[C@@H]4CC[C@H]([C@@H](CCCC(C)(C)O)C)[C@]4(CC[C@@H]3[C@]2(CC1)C)C)CC(=O)[O-] (3β,25-Dihydroxycholesta-5,7-diene-3-acetate), [OH-].[Na+] (NaOH). Solvent: C(C)O (ethanol). Run at time 24 hour. The product is O[C@@H]1CC2=CC=C3[C@@H]4CC[C@H]([C@@H](CCCC(C)(C)O)C)[C@]4(CC[C@@H]3[C@]2(CC1)C)C (3b,25-dihydroxycholesta-5,7-diene). Yield: 112.7%. Reaction SMILES: [OH:1][C@@:2]1(CC([O-])=O)[CH2:27][CH2:26][C@@:25]2([CH3:28])[C:4](=[CH:5][CH:6]=[C:7]3[C@@H:24]2[CH2:23][CH2:22][C@@:21]2([CH3:29])[C@H:8]3[CH2:9][CH2:10][C@@H:11]2[C@H:12]([CH3:20])[CH2:13][CH2:14][CH2:15][C:16]([OH:19])([CH3:18])[CH3:17])[CH2:3]1.[OH-].[Na+]>C(O)C>[OH:1][C@H:2]1[CH2:27][CH2:26][C@@:25]2([CH3:28])[C:4](=[CH:5][CH:6]=[C:7]3[C@@H:24]2[CH2:23][CH2:22][C@@:21]2([CH3:29])[C@H:8]3[CH2:9][CH2:10][C@@H:11]2[C@H:12]([CH3:20])[CH2:13][CH2:14][CH2:15][C:16]([OH:19])([CH3:17])[CH3:18])[CH2:3]1 |f:1.2|. Procedure: A solution of acetate 9a (75 mg) in ethanol (10 ml) containing 5% aqueous NaOH (1 ml) was set aside for 24 h and then the solvent was evaporated in vacuo. The residue was taken in ethyl acetate (30 ml) and washed consecutively with 5% HCl, water, and saturated aqueous NaHCO3. Evaporation of the solvent gave (20S) 3b,25-dihydroxycholesta-5,7-diene 9b (74 mg) which was used for the next step without purification; λmax 240, 249, 260 and 272 nm; high resolution mass spec. for C27H44O2 calcd.: 400.33... Starting materials: FC1=C(C=C(C=C1)F)CC(C)NC1=C(C(NC=C1)=O)C1=NC=2C(=CC=3C(N(C(C3C2)=O)C2CCN(CC2)C)=O)N1 (2-(4-(1-(2,5-difluorophenyl)propan-2-ylamino)-2-oxo-1,2-dihydropyridin-3-yl)-6-(1-methylpiperidin-4-yl)imidazo[4,5-f]isoindole-5,7(1H,6H)-dione). The reagents and catalysts are [Zn] (zinc). Run in C(C)(=O)O (acetic acid). Product: FC1=C(C=C(C=C1)F)CC(C)NC1=C(C(NC=C1)=O)C1=NC=2C(=CC=3CN(C(C3C2)=O)C2CCN(CC2)C)N1 (2-(4-(1-(2,5-Difluorophenyl)propan-2-ylamino)-2-oxo-1,2-dihydropyridin-3-yl)-6-(1-methylpiperidin-4-yl)-6,7-dihydroimidazo[4,5-f]isoindol-5(1H)-one). Yield: 13.8%. Reaction SMILES: [F:1][C:2]1[CH:7]=[CH:6][C:5]([F:8])=[CH:4][C:3]=1[CH2:9][CH:10]([NH:12][C:13]1[CH:18]=[CH:17][NH:16][C:15](=[O:19])[C:14]=1[C:20]1[NH:40][C:23]2=[CH:24][C:25]3[C:26](=[O:39])[N:27]([CH:32]4[CH2:37][CH2:36][N:35]([CH3:38])[CH2:34][CH2:33]4)[C:28](=O)[C:29]=3[CH:30]=[C:22]2[N:21]=1)[CH3:11]>C(O)(=O)C.[Zn]>[F:1][C:2]1[CH:7]=[CH:6][C:5]([F:8])=[CH:4][C:3]=1[CH2:9][CH:10]([NH:12][C:13]1[CH:18]=[CH:17][NH:16][C:15](=[O:19])[C:14]=1[C:20]1[NH:21][C:22]2=[CH:30][C:29]3[CH2:28][N:27]([CH:32]4[CH2:37][CH2:36][N:35]([CH3:38])[CH2:34][CH2:33]4)[C:26](=[O:39])[C:25]=3[CH:24]=[C:23]2[N:40]=1)[CH3:11]. Procedure: To a solution of 2-(4-(1-(2,5-difluorophenyl)propan-2-ylamino)-2-oxo-1,2-dihydropyridin-3-yl)-6-(1-methylpiperidin-4-yl)imidazo[4,5-f]isoindole-5,7(1H,6H)-dione (0.30 g, 0.53 mmol) in 50 mL of acetic acid was added zinc powder (0.64 g, 9.78 mmol). The mixture was heated to reflux for 16 h and filtered through Celite. Acetic acid was removed under vacuum and the residue was taken up with 10 mL of MeOH. Reverse phase chromatography purification yielded the title compound as a white solid (39 mg, 1... Starting materials: [N+](=O)([O-])C1=CC=C(C=C1)O (4-nitro-phenol), C([O-])([O-])=O.[K+].[K+] (potassium carbonate), BrCCCl (1-bromo-2-chloro-ethane), [I-].[K+] (potassium iodide). Reagents/catalysts: [Br-].C(CCC)[N+](CCCC)(CCCC)CCCC (tetrabutyl-ammonium bromide). The solvent is CC(=O)C (acetone). Product: ClCCOC1=CC=C(C=C1)[N+](=O)[O-] (1-(2-chloro-ethoxy)-4-nitro-benzene). As a reaction SMILES: [N+:1]([C:4]1[CH:9]=[CH:8][C:7]([OH:10])=[CH:6][CH:5]=1)([O-:3])=[O:2].C(=O)([O-])[O-].[K+].[K+].Br[CH2:18][CH2:19][Cl:20].[I-].[K+]>CC(C)=O.[Br-].C([N+](CCCC)(CCCC)CCCC)CCC>[Cl:20][CH2:19][CH2:18][O:10][C:7]1[CH:8]=[CH:9][C:4]([N+:1]([O-:3])=[O:2])=[CH:5][CH:6]=1 |f:1.2.3,5.6,8.9|. Procedure: To the solution of 27.83 g (0.2 Mol) of 4-nitro-phenol (Fluka 73560) in 420 mL of acetone is added 55.28 g (0.4 Mol) of potassium carbonate, 143.42 g (1 Mol) of 1-bromo-2-chloro-ethane, 0.55 g (0.0033 Mol) of potassium iodide and 0.28 g (0.00087 Mol) of tetrabutyl-ammonium bromide (Fluka 86860). The resulting suspension is refluxed for 67 h. After removing the solvent under reduced pressure, the residue is taken up into ethyl acetate and washed with water. The combined organic layers are dried (...